From a dataset of the Open Reaction Database (ORD), a public repository of structured organic reaction records. describe an organic reaction: reactants, conditions, products, and yield Reactants: COC1=CC=C(C=C1)N1C(N2C(=CNC3=CC=CC=C23)C1=O)=O (2-(4-Methoxyphenyl)-imidazo[1,5,a]quinoxaline-1,3(2H,5H)-dione), BrBr (bromine). The reagents and catalysts are [Zn] (zinc). The solvent is C(C)(=O)O (acetic acid). Conditions: temperature 20 celsius, time 15 minute. Yields the product BrC1=CC=C2NC=C3N(C2=C1)C(N(C3=O)C3=CC=C(C=C3)OC)=O (8-Bromo-2-(4-methoxyphenyl)-imidazo[1,5,a]quinoxaline-1,3(2H,5H)-dione). Reaction SMILES: [CH3:1][O:2][C:3]1[CH:8]=[CH:7][C:6]([N:9]2[C:21](=[O:22])[C:12]3=[CH:13][NH:14][C:15]4[C:20]([N:11]3[C:10]2=[O:23])=[CH:19][CH:18]=[CH:17][CH:16]=4)=[CH:5][CH:4]=1.[Br:24]Br>[Zn].C(O)(=O)C>[Br:24][C:18]1[CH:19]=[C:20]2[C:15]([NH:14][CH:13]=[C:12]3[C:21](=[O:22])[N:9]([C:6]4[CH:7]=[CH:8][C:3]([O:2][CH3:1])=[CH:4][CH:5]=4)[C:10](=[O:23])[N:11]32)=[CH:16][CH:17]=1. Procedure details: To a suspension of 2-(4-Methoxyphenyl)-imidazo[1,5,a]quinoxaline-1,3(2H,5H)-dione (100 mg) inanhydrous dioxane (4 mL) was added bromine (200 mg). The reaction was stirred at 20° C. for 15 min, and was then poured directly into boiling acetic acid (50 mL) containing zinc powder (500 mg). The reaction was refluxed for 5 min and allowed to cool to room temperature. After dilution with 10% methanol/methylene chloride (100 mL), the mixture was filtered through silica gel, the solvent was removed in v... Reactants: C1CNCC2N1C1=C(NC(C2)=O)C=CC=C1 (1,2,3,4,4a,5-hexahydropyrazino[1,2-a][1,5]benzodiazepin-6(7H)-one), C([O-])([O-])=O.[K+].[K+] (potassium carbonate), BrCC (bromoethane). Solvent: CN(C=O)C (N,N-dimethylformamide). Run at temperature 60 celsius. Yields the product C(C)N1CC2N(C3=C(NC(C2)=O)C=CC=C3)CC1 (3-ethyl-1,2,3,4,4a,5-hexahydropyrazino[1,2-a][1,5]benzodiazepin-6(7H)-one). Reaction SMILES: [CH2:1]1[N:6]2[C:7]3[CH:16]=[CH:15][CH:14]=[CH:13][C:8]=3[NH:9][C:10](=[O:12])[CH2:11][CH:5]2[CH2:4][NH:3][CH2:2]1.C(=O)([O-])[O-].[K+].[K+].Br[CH2:24][CH3:25]>CN(C)C=O>[CH2:24]([N:3]1[CH2:2][CH2:1][N:6]2[C:7]3[CH:16]=[CH:15][CH:14]=[CH:13][C:8]=3[NH:9][C:10](=[O:12])[CH2:11][CH:5]2[CH2:4]1)[CH3:25] |f:1.2.3|. Procedure: To a solution of Example 1D (30 mg, 0.14 mmol) in N,N-dimethylformamide (1 mL) was added potassium carbonate (57 mg, 0.41 mmol) and bromoethane (10.3 μl, 0.14 mmol). The reaction was warmed to 60° C. for 14 hours. Excess potassium carbonate was filtered off. The solution was passed through a PS-isocyanate cartridge (Silicycle®, 2 g) to trap leftover starting material. The solution was concentrated and purified by preparative HPLC with a gradient of acetonitrile and 0.1% trifluoroacetic acid in w... Starting materials: CC=1N=CC=2C=CC=C(C2C1)N (3-methylisoquinolin-5-amine), BrC1=CC=C(C=C1)CN=C=O (l-bromo-4-(isocyanatomethyl)benzene). Run in C1(=CC=CC=C1)C (toluene). Run at temperature 80 celsius. Yields the product BrC1=CC=C(C=C1)CNC(=O)NC1=C2C=C(N=CC2=CC=C1)C (N-[(4-bromophenyl)methyl]-N′-(3-methylisoquinolin-5-yl)urea). As a reaction SMILES: [CH3:1][C:2]1[N:3]=[CH:4][C:5]2[CH:6]=[CH:7][CH:8]=[C:9]([NH2:12])[C:10]=2[CH:11]=1.[Br:13][C:14]1[CH:19]=[CH:18][C:17]([CH2:20][N:21]=[C:22]=[O:23])=[CH:16][CH:15]=1>C1(C)C=CC=CC=1>[Br:13][C:14]1[CH:15]=[CH:16][C:17]([CH2:20][NH:21][C:22]([NH:12][C:9]2[CH:8]=[CH:7][CH:6]=[C:5]3[C:10]=2[CH:11]=[C:2]([CH3:1])[N:3]=[CH:4]3)=[O:23])=[CH:18][CH:19]=1. Reported procedure: The product from Example 63A (500 mg, 3.1 mmol) in toluene (10 mL) was treated with l-bromo-4-(isocyanatomethyl)benzene (0.5 mL, 3.57 mmol) with stirring and then the mixture was heated at 80° C. overnight. The mixture was allowed to cool to room temperature, filtered, the filter cake was washed with toluene, and allowed to air-dry to provide the title compound. The corresponding hydrochloride salt was prepared using methanolic HCl to afford a tan solid (919 mg, 73%). 1H NMR (300 MHz, DMSO-d6) δ... The product is CC1(NC(NC1=O)=O)C=1OC2=C(C1)C=CC=C2OC (2-(4-methyl-2,5-dioxoimidazolidine-4-yl)-7-methoxybenzofuran). The reactants are C(C)(=O)C=1OC2=C(C1)C=CC=C2OC (2-Acetyl-7-methoxybenzofuran), C([O-])([O-])=O.[NH4+].[NH4+] (ammonium carbonate), [C-]#N.[Na+] (sodium cyanide), C(C)O (ethanol). Yield: 45.0%. Reaction SMILES: C([C:4]1[O:5][C:6]2[C:12]([O:13][CH3:14])=[CH:11][CH:10]=[CH:9][C:7]=2[CH:8]=1)(=O)C.[C:15](=[O:18])([O-])[O-].[NH4+:19].[NH4+:20].[C-:21]#N.[Na+].[CH2:24]([OH:26])[CH3:25]>>[CH3:21][C:25]1([C:4]2[O:5][C:6]3[C:12]([O:13][CH3:14])=[CH:11][CH:10]=[CH:9][C:7]=3[CH:8]=2)[C:24](=[O:26])[NH:20][C:15](=[O:18])[NH:19]1 |f:1.2.3,4.5|. Procedure: 2-Acetyl-7-methoxybenzofuran was reacted with ammonium carbonate and sodium cyanide in 60% ethanol to give 2-(4-methyl-2,5-dioxoimidazolidine-4-yl)-7-methoxybenzofuran (yield: 45%, MS (m/z): 260 (M+), 245, 189 and 174), which was then reacted with chlorosulfonic acid as in Example 1, yielding 2-(4-methyl-2,5-dioxoimidazolidine-2-yl)-4,6-dichlorosulfonyl-7-methoxybenzofuran (yield: 83%, MS (m/z): 456 (M+), 421, 385 and 350). The obtained product was reacted with glycine-t-butyl ester hydrochlorid... Reactants: COC(C)(C)C(NC(=O)OC(C)(C)C)C(=O)O, COC(=O)Cl, Cl, [Na+], C1COCCO1, [OH-]. The product is COC(=O)NC(C(=O)O)C(C)(C)OC. Reaction SMILES: [C:1]([CH3:2])([CH3:3])([CH3:4])[O:5][C:6](=[O:7])[NH:8][CH:9]([C:10](=[O:11])[OH:12])[C:13]([CH3:14])([CH3:15])[O:16][CH3:17].[Cl:21][C:22]([O:23][CH3:24])=[O:25].[ClH:18].[Na+:20].[O:26]1[CH2:27][CH2:28][O:29][CH2:30][CH2:31]1.[OH-:19]>>[CH3:1][O:5][C:6](=[O:7])[NH:8][CH:9]([C:10](=[O:11])[OH:12])[C:13]([CH3:14])([CH3:15])[O:16][CH3:17]. Reactants: CC(C1OCC(C)(C)CO1)C1CCC2C3C=CC4=CC(=O)C5OC5C4(C)C3CCC12C, CC(C1OCC(C)(C)CO1)C1CCC2C3C=CC4=CC(=O)C=CC4(C)C3CCC12C. Yields the product CC(C=O)C1CCC2C3C=CC4=CC(=O)C5OC5C4(C)C3CCC12C. RXN SMILES: [CH3:1][C:2]1([CH3:3])[CH2:6][O:7][CH:5]([CH:8]([CH3:9])[CH:10]2[CH2:11][CH2:12][CH:13]3[CH:14]4[CH:15]=[CH:16][C:17]5=[CH:18][C:19](=[O:30])[CH:20]6[CH:21]([C:22]5([CH3:23])[CH:24]4[CH2:25][CH2:26][C:27]23[CH3:28])[O:29]6)[O:4][CH2:31]1.[CH3:32][C:33]1([CH3:34])[CH2:35][O:36][CH:37]([CH:38]([CH:39]2[C:40]3([CH3:41])[CH:42]([CH:43]4[CH:44]([CH2:45][CH2:46]3)[C:47]3([CH3:48])[C:49](=[CH:50][C:51](=[O:52])[CH:53]=[CH:54]3)[CH:55]=[CH:56]4)[CH2:57][CH2:58]2)[CH3:59])[O:60][CH2:61]1>>[O:4]=[CH:5][CH:8]([CH3:9])[CH:10]1[CH2:11][CH2:12][CH:13]2[CH:14]3[CH:15]=[CH:16][C:17]4=[CH:18][C:19](=[O:30])[CH:20]5[CH:21]([C:22]4([CH3:23])[CH:24]3[CH2:25][CH2:26][C:27]12[CH3:28])[O:29]5. Starting materials: C(#N)C=1N=CC(=NC1)NC1=NC=C(C(=C1)NCC1CCN(CC1)C(=O)OC(C)(C)C)C1=NC(=NO1)C (tert-butyl 4-((2-(5-cyanopyrazin-2-ylamino)-5-(3-methyl-1,2,4-oxadiazol-5-yl)pyridin-4-ylamino)methyl)piperidine-1-carboxylate), FC(C(=O)O)(F)F (trifluoroacetic acid). Run in ClCCl (dichloromethane). Reaction conditions: time 3 hour. Product: CC1=NOC(=N1)C=1C(=CC(=NC1)NC=1N=CC(=NC1)C#N)NCC1CCNCC1 (5-(5-(3-Methyl-1,2,4-oxadiazol-5-yl)-4-(piperidin-4-ylmethylamino)pyridin-2-ylamino)pyrazine-2-carbonitrile). Yield: 56.8%. As a reaction SMILES: [C:1]([C:3]1[N:4]=[CH:5][C:6]([NH:9][C:10]2[CH:15]=[C:14]([NH:16][CH2:17][CH:18]3[CH2:23][CH2:22][N:21](C(OC(C)(C)C)=O)[CH2:20][CH2:19]3)[C:13]([C:31]3[O:35][N:34]=[C:33]([CH3:36])[N:32]=3)=[CH:12][N:11]=2)=[N:7][CH:8]=1)#[N:2].FC(F)(F)C(O)=O>ClCCl>[CH3:36][C:33]1[N:32]=[C:31]([C:13]2[C:14]([NH:16][CH2:17][CH:18]3[CH2:23][CH2:22][NH:21][CH2:20][CH2:19]3)=[CH:15][C:10]([NH:9][C:6]3[N:7]=[CH:8][C:3]([C:1]#[N:2])=[N:4][CH:5]=3)=[N:11][CH:12]=2)[O:35][N:34]=1. Procedure details: To a solution of tert-butyl 4-((2-(5-cyanopyrazin-2-ylamino)-5-(3-methyl-1,2,4-oxadiazol-5-yl)pyridin-4-ylamino)methyl)piperidine-1-carboxylate (9 mg, 0.018 mmol) in dichloromethane (3 mL) was added trifluoroacetic acid (0.15 mL) at r.t. After 3 hr, the solution was evaporated to dryness and purified by ion exchange on SCX-II acidic resin (500 mg) eluting with methanol, then 2M ammonia-methanol. The basic fractions were combined and the solvent was removed in vacuo to give the title compound as ...